Dataset: the Open Reaction Database (ORD), a public repository of structured organic reaction records. Task: describe an organic reaction: reactants, conditions, products, and yield Starting materials: C(CCC)[Li] (n-Butyllithium), C(C)(C)NC(C)C (N,N-diisopropylamine), FC1=CC=C(C=C1)CCC(=O)O (3-(4-fluoro-phenyl)propionic acid), C(=O)(OC(C)(C)C)N1CCC(CC1)=O (N-BOC-4-piperidone). Solvent: C1CCOC1 (THF), C1CCOC1 (THF), C1CCOC1 (THF), O (water), C(C)OCC (diethylether). Reaction conditions: temperature 0 celsius, time 30 minute. Product: C(C)(C)(C)OC(=O)N1CCC(CC1)(O)C(CC1=CC=C(C=C1)F)C(=O)O (4-[1-Carboxy-2-(4-fluoro-phenyl)-ethyl]-4-hydroxy-piperidine-1-carboxylic acid tert-butyl ester). As a reaction SMILES: C([Li])CCC.C(NC(C)C)(C)C.[F:13][C:14]1[CH:19]=[CH:18][C:17]([CH2:20][CH2:21][C:22]([OH:24])=[O:23])=[CH:16][CH:15]=1.[C:25]([N:32]1[CH2:37][CH2:36][C:35](=[O:38])[CH2:34][CH2:33]1)([O:27][C:28]([CH3:31])([CH3:30])[CH3:29])=[O:26]>C1COCC1.O.C(OCC)C>[C:28]([O:27][C:25]([N:32]1[CH2:37][CH2:36][C:35]([CH:21]([C:22]([OH:24])=[O:23])[CH2:20][C:17]2[CH:16]=[CH:15][C:14]([F:13])=[CH:19][CH:18]=2)([OH:38])[CH2:34][CH2:33]1)=[O:26])([CH3:31])([CH3:29])[CH3:30]. Procedure details: n-Butyllithium (1.6 M in hexane, 8.8 mL, 14.0 mmol) was added dropwise under stirring over 5 min to a cooled solution of N,N-diisopropylamine (2.0 mL, 14.0 mmol) in THF (10 mL) at −40° C. The solution was warmed to 0° C. and a solution of 3-(4-fluoro-phenyl)propionic acid (1.18 g, 7.0 mmol) in THF (8 mL) was added. The mixture was stirred for 30 min at rt, cooled to −78° C. and N-BOC-4-piperidone (1.68 g, 8.4 mmol) in THF (7 mL) added dropwise over 15 min. The solution was allowed to warm to rt ... Reported procedure: Starting from 4-[2-(cyclopropylmethoxy)-5-methoxyphenyl]-6-methyl-N-piperidin-4-yl-5H-pyrrolo[3,2-d]pyrimidine-7-carboxamide hydrochloride (example D.f23) and commercially available (2S)-1-chloro-1-oxopropan-2-yl acetate the title compound is obtained as colorless solid. RXN SMILES: Cl.[CH:2]1([CH2:5][O:6][C:7]2[CH:12]=[CH:11][C:10]([O:13][CH3:14])=[CH:9][C:8]=2[C:15]2[C:16]3[NH:23][C:22]([CH3:24])=[C:21]([C:25]([NH:27][CH:28]4[CH2:33][CH2:32][NH:31][CH2:30][CH2:29]4)=[O:26])[C:17]=3[N:18]=[CH:19][N:20]=2)[CH2:4][CH2:3]1.C([O:37][C@@H:38]([CH3:42])[C:39](Cl)=[O:40])(=O)C>>[CH:2]1([CH2:5][O:6][C:7]2[CH:12]=[CH:11][C:10]([O:13][CH3:14])=[CH:9][C:8]=2[C:15]2[C:16]3[NH:23][C:22]([CH3:24])=[C:21]([C:25]([NH:27][CH:28]4[CH2:29][CH2:30][N:31]([C:39](=[O:40])[C@@H:38]([OH:37])[CH3:42])[CH2:32][CH2:33]4)=[O:26])[C:17]=3[N:18]=[CH:19][N:20]=2)[CH2:4][CH2:3]1 |f:0.1|. Starting materials: Cl.C1(CC1)COC1=C(C=C(C=C1)OC)C=1C2=C(N=CN1)C(=C(N2)C)C(=O)NC2CCNCC2 (4-[2-(cyclopropylmethoxy)-5-methoxyphenyl]-6-methyl-N-piperidin-4-yl-5H-pyrrolo[3,2-d]pyrimidine-7-carboxamide hydrochloride), C(C)(=O)O[C@H](C(=O)Cl)C ((2S)-1-chloro-1-oxopropan-2-yl acetate). Yields the product C1(CC1)COC1=C(C=C(C=C1)OC)C=1C2=C(N=CN1)C(=C(N2)C)C(=O)NC2CCN(CC2)C([C@H](C)O)=O (4-[2-(Cyclopropylmethoxy)-5-methoxyphenyl]-N-{1-[(2S)-2-hydroxypropanoyl]piperidin-4-yl}-6-methyl-5H-pyrrolo[3,2-d]pyrimidine-7-carboxamide). The reactants are BrB(Br)Br, CCCc1nc(CC)n(-c2ccc(OC)cc2)c(=O)c1Cc1ccc(-c2ccccc2C#N)cc1, CCOC(C)=O, ClCCl, O. The product is CCCc1nc(CC)n(-c2ccc(O)cc2)c(=O)c1Cc1ccc(-c2ccccc2C#N)cc1. Reaction SMILES: [B:36]([Br:37])([Br:38])[Br:39].[CH2:1]([CH3:2])[c:3]1[n:4](-[c:28]2[cH:29][cH:30][c:31]([O:34][CH3:35])[cH:32][cH:33]2)[c:5](=[O:27])[c:6]([CH2:12][c:13]2[cH:14][cH:15][c:16](-[c:19]3[c:20]([C:25]#[N:26])[cH:21][cH:22][cH:23][cH:24]3)[cH:17][cH:18]2)[c:7]([CH2:9][CH2:10][CH3:11])[n:8]1.[CH3:40][CH2:41][O:42][C:43](=[O:44])[CH3:45].[Cl:47][CH2:48][Cl:49].[OH2:46]>>[CH2:1]([CH3:2])[c:3]1[n:4](-[c:28]2[cH:29][cH:30][c:31]([OH:34])[cH:32][cH:33]2)[c:5](=[O:27])[c:6]([CH2:12][c:13]2[cH:14][cH:15][c:16](-[c:19]3[c:20]([C:25]#[N:26])[cH:21][cH:22][cH:23][cH:24]3)[cH:17][cH:18]2)[c:7]([CH2:9][CH2:10][CH3:11])[n:8]1.